Task: describe an organic reaction: reactants, conditions, products, and yield. Dataset: the Open Reaction Database (ORD), a public repository of structured organic reaction records Reactants: CN(CC(=O)O)NC(=O)NCc1ccncc1, CCOC(OCC)C(C)N(Cc1cccc2ccccc12)C(=O)C(N)Cc1ccc(OC(C)(C)C)cc1. Yields the product CCOC(OCC)C(C)N(Cc1cccc2ccccc12)C(=O)C(Cc1ccc(OC(C)(C)C)cc1)NC(=O)CN(C)NC(=O)NCc1ccncc1. Reaction SMILES: [CH3:1][N:2]([NH:3][C:4]([NH:5][CH2:6][c:7]1[cH:8][cH:9][n:10][cH:11][cH:12]1)=[O:13])[CH2:14][C:15](=[O:16])[OH:17].[NH2:18][CH:19]([C:20](=[O:21])[N:22]([CH2:23][c:24]1[cH:25][cH:26][cH:27][c:28]2[cH:29][cH:30][cH:31][cH:32][c:33]12)[CH:34]([CH:35]([O:36][CH2:37][CH3:38])[O:39][CH2:40][CH3:41])[CH3:42])[CH2:43][c:44]1[cH:45][cH:46][c:47]([O:50][C:51]([CH3:52])([CH3:53])[CH3:54])[cH:48][cH:49]1>>[CH3:1][N:2]([NH:3][C:4]([NH:5][CH2:6][c:7]1[cH:8][cH:9][n:10][cH:11][cH:12]1)=[O:13])[CH2:14][C:15](=[O:17])[NH:18][CH:19]([C:20](=[O:21])[N:22]([CH2:23][c:24]1[cH:25][cH:26][cH:27][c:28]2[cH:29][cH:30][cH:31][cH:32][c:33]12)[CH:34]([CH:35]([O:36][CH2:37][CH3:38])[O:39][CH2:40][CH3:41])[CH3:42])[CH2:43][c:44]1[cH:45][cH:46][c:47]([O:50][C:51]([CH3:52])([CH3:53])[CH3:54])[cH:48][cH:49]1.